From a dataset of the Open Reaction Database (ORD), a public repository of structured organic reaction records. describe an organic reaction: reactants, conditions, products, and yield The reactants are [Al+3], CCS, [Cl-], [Cl-], [Cl-], COc1cccc2sc(N)nc12. The product is Nc1nc2c(O)cccc2s1. Reaction SMILES: [Al+3:2].[CH2:17]([SH:18])[CH3:19].[Cl-:1].[Cl-:3].[Cl-:4].[NH2:5][c:6]1[s:7][c:8]2[c:9]([n:10]1)[c:11]([O:15][CH3:16])[cH:12][cH:13][cH:14]2>>[NH2:5][c:6]1[s:7][c:8]2[c:9]([n:10]1)[c:11]([OH:15])[cH:12][cH:13][cH:14]2. Reactants: C(C1=CC=CC=C1)OC(=O)N[C@@H](C(=O)OC)CO ((R)-methyl 2-(benzyloxycarbonylamino)-3-hydroxypropanate), S(O)(O)(=O)=O (sulfuric acid), S(=O)(=O)([O-])[O-].[Na+].[Na+] (sodium sulfate). Solvent: C(Cl)Cl (methylene chloride). Run at temperature 22.5 celsius, time 30 minute. Yields the product C(C1=CC=CC=C1)OC(=O)N[C@@H](C(=O)OC)COC(C)(C)C ((R)-methyl 2-(benzyloxycarbonylamino)-3-t-butoxypropanoate). The yield is 234010.1%. As a reaction SMILES: [CH2:1]([O:8][C:9]([NH:11][C@H:12]([CH2:17][OH:18])[C:13]([O:15][CH3:16])=[O:14])=[O:10])[C:2]1[CH:7]=[CH:6][CH:5]=[CH:4][CH:3]=1.S(=O)(=O)(O)O.S([O-])([O-])(=O)=O.[Na+].[Na+]>C(Cl)Cl>[CH2:1]([O:8][C:9]([NH:11][C@H:12]([CH2:17][O:18][C:2]([CH3:7])([CH3:3])[CH3:1])[C:13]([O:15][CH3:16])=[O:14])=[O:10])[C:2]1[CH:3]=[CH:4][CH:5]=[CH:6][CH:7]=1 |f:2.3.4|. Procedure: 130 L of methylene chloride was added; 20.5 g of (R)-methyl 2-(benzyloxycarbonylamino)-3-hydroxypropanate to a reactor; then stirred for 30 minutes; and then 0.4 kg of sulfuric acid was added. Isobutylene gas was bubbled for 24 hours while its temperature was maintained at 20-25° C. After completing the reaction, 18 L of saturated sodium hydrogen carbonate aqueous solution was slowly added, stirred for 1 hour, and then an organic layer was isolated. 5 kg of sodium sulfate was added to the organi... Starting materials: CO, COCC(C)NC(=O)c1ccc(-c2cc(C(=O)NC3CC3)cc(F)c2C)nc1, ClC(Cl)Cl, O=C(OO)c1cccc(Cl)c1. Product: COCC(C)NC(=O)c1ccc(-c2cc(C(=O)NC3CC3)cc(F)c2C)[n+]([O-])c1. Reaction SMILES: [CH3:44][OH:45].[CH:12]1([NH:15][C:16](=[O:17])[c:18]2[cH:19][c:20]([F:39])[c:21]([CH3:38])[c:22](-[c:24]3[cH:25][cH:26][c:27]([C:30](=[O:31])[NH:32][CH:33]([CH2:34][O:35][CH3:36])[CH3:37])[cH:28][n:29]3)[cH:23]2)[CH2:13][CH2:14]1.[CH:40]([Cl:41])([Cl:42])[Cl:43].[OH:1][O:2][C:3]([c:4]1[cH:5][c:6]([Cl:7])[cH:8][cH:9][cH:10]1)=[O:11]>>[O-:1][n+:29]1[c:24](-[c:22]2[c:21]([CH3:38])[c:20]([F:39])[cH:19][c:18]([C:16]([NH:15][CH:12]3[CH2:13][CH2:14]3)=[O:17])[cH:23]2)[cH:25][cH:26][c:27]([C:30](=[O:31])[NH:32][CH:33]([CH2:34][O:35][CH3:36])[CH3:37])[cH:28]1. Reactants: Nc1cc(Br)cc([N+](=O)[O-])c1, CC(=O)OC(C)=O, O, c1ccncc1. The product is CC(=O)Nc1cc(Br)cc([N+](=O)[O-])c1. As a reaction SMILES: [Br:1][c:2]1[cH:3][c:4]([NH2:5])[cH:6][c:7]([N+:9](=[O:10])[O-:11])[cH:8]1.[CH3:12][C:13](=[O:14])[O:15][C:16](=[O:17])[CH3:18].[OH2:25].[cH:19]1[cH:20][cH:21][n:22][cH:23][cH:24]1>>[Br:1][c:2]1[cH:3][c:4]([NH:5][C:13]([CH3:12])=[O:14])[cH:6][c:7]([N+:9](=[O:10])[O-:11])[cH:8]1. Starting materials: [C-]#N.[Na+] (Sodium cyanide), CO (methanol), C(C)(C)(C)OC(=O)N1CCC(CC1)NS(=O)(=O)C1=CC=C(C2=CC=CC=C12)F (4-(4-Fluoro-naphthalene-1-sulfonylamino)-piperidine-1-carboxylic acid tert-butyl ester). Reagents/catalysts: [Br-].C(CCC)[N+](CCCC)(CCCC)CCCC (tetra-n-butylammonium bromide). Run in ClCCl (dichloromethane), CN(C)C=O (DMF), ClCCl (dichloromethane). Run at temperature 100 celsius. Product: C(C)(C)(C)OC(=O)N1CCC(CC1)NS(=O)(=O)C1=CC=C(C2=CC=CC=C12)C#N (4-(4-Cyano-naphthalene-1-sulfonylamino)-piperidine-1-carboxylic acid tert-butyl ester). RXN SMILES: [C:1]([O:5][C:6]([N:8]1[CH2:13][CH2:12][CH:11]([NH:14][S:15]([C:18]2[C:27]3[C:22](=[CH:23][CH:24]=[CH:25][CH:26]=3)[C:21](F)=[CH:20][CH:19]=2)(=[O:17])=[O:16])[CH2:10][CH2:9]1)=[O:7])([CH3:4])([CH3:3])[CH3:2].[C-:29]#[N:30].[Na+].CO>CN(C=O)C.[Br-].C([N+](CCCC)(CCCC)CCCC)CCC.ClCCl>[C:1]([O:5][C:6]([N:8]1[CH2:13][CH2:12][CH:11]([NH:14][S:15]([C:18]2[C:27]3[C:22](=[CH:23][CH:24]=[CH:25][CH:26]=3)[C:21]([C:29]#[N:30])=[CH:20][CH:19]=2)(=[O:17])=[O:16])[CH2:10][CH2:9]1)=[O:7])([CH3:4])([CH3:3])[CH3:2] |f:1.2,5.6|. Procedure: 4-(4-Fluoro-naphthalene-1-sulfonylamino)-piperidine-1-carboxylic acid tert-butyl ester 28 (2.00 g, 4.9 mmol) was dissolved in DMF (20 mL). Sodium cyanide (1.2 g, 24.5 mmol) and tetra-n-butylammonium bromide (7.9 g, 24.5 mmol) were added and the reaction was heated to 100° C. overnight. The reaction was diluted with dichloromethane (100 mL) and charged to a separatory funnel. The organic layer was washed three times with water, brine and dried over MgSO4. Filtration and concentration in vacuo aff...